Dataset: the Open Reaction Database (ORD), a public repository of structured organic reaction records. Task: describe an organic reaction: reactants, conditions, products, and yield Starting materials: C=O (formalin), [OH-].[Na+] (sodium hydroxide), C(=O)O (formic acid), C[C@@H]([C@@H](C=1C=CC=CC1)O)NC.Cl (Ephedrine hydrochloride). Run in O (water). Run at time 3 hour. Product: C[C@@H]([C@@H](C1=CC=CC=C1)O)N(C)C ((-)-N-methylephedrine). RXN SMILES: [CH3:1][C@H:2]([NH:11][CH3:12])[C@H:3]([OH:10])[C:4]1[CH:5]=[CH:6][CH:7]=[CH:8][CH:9]=1.Cl.[OH-].[Na+].[CH:16](O)=O.C=O>O>[CH3:1][C@H:2]([N:11]([CH3:16])[CH3:12])[C@H:3]([OH:10])[C:4]1[CH:5]=[CH:6][CH:7]=[CH:8][CH:9]=1 |f:0.1,2.3|. Reported procedure: Ephedrine hydrochloride (30.3 g, 0.15 mol) was dissolved in warm water (60 ml) there was, then added thereto a 40% sodium hydroxide aqueous solution (15 ml, 0.15 mol) and 85% formic acid (21.7 g, 0.4 mol) and the mixtures refluxed under heating, and to this solution was added dropwise a 35% formalin solution (15 g, 0.18 mol) over 20 minutes. Thereafter, refluxing under heating was continued for 3 hours and the reaction solution was concentrated to 1/2 of its original volume and then added theret...